Dataset: the Open Reaction Database (ORD), a public repository of structured organic reaction records. Task: describe an organic reaction: reactants, conditions, products, and yield The reactants are BrC=1C=CC(=NC1)OC(F)F (5-bromo-2-difluoromethoxypyridine), CCCCOC=C (N-butyl vinyl ether), C1(=CC=CC=C1)P(CCCP(C1=CC=CC=C1)C1=CC=CC=C1)C1=CC=CC=C1 (1,3-bis(diphenylphosphino)propane), C([O-])([O-])=O.[K+].[K+] (potassium carbonate), crude product. The reagents and catalysts are C(C)(=O)[O-].[Pd+2].C(C)(=O)[O-] (palladium(II) acetate). Solvent: O.CN(C)C=O (H2O DMF), O (water). Yields the product C(CCC)OC(=C)C=1C=CC(=NC1)OC(F)F (5-(1-butoxyvinyl)-2-difluoromethoxypyridine). Isolated yield 10.1%. As a reaction SMILES: Br[C:2]1[CH:3]=[CH:4][C:5]([O:8][CH:9]([F:11])[F:10])=[N:6][CH:7]=1.[CH3:12][CH2:13][CH2:14][CH2:15][O:16][CH:17]=[CH2:18].C1(P(C2C=CC=CC=2)CCCP(C2C=CC=CC=2)C2C=CC=CC=2)C=CC=CC=1.C(=O)([O-])[O-].[K+].[K+]>O.CN(C=O)C.O.C([O-])(=O)C.[Pd+2].C([O-])(=O)C>[CH2:15]([O:16][C:17]([C:2]1[CH:3]=[CH:4][C:5]([O:8][CH:9]([F:11])[F:10])=[N:6][CH:7]=1)=[CH2:18])[CH2:14][CH2:13][CH3:12] |f:3.4.5,6.7,9.10.11|. Procedure details: 1 g (4.46 mmol) of 5-bromo-2-difluoromethoxypyridine in 20 mL of H2O/DMF (1/4: v/v), 1.46 mL (11.16 mmol) of N-butyl vinyl ether, 30.68 mg (0.13 mmol) of palladium(II) acetate, 125 mg (0.29 mmol) of 1,3-bis(diphenylphosphino)propane and 746 mg (5.36 mmol) of potassium carbonate are placed in a microwave tube. After microwave irradiation for 1 hour at 120° C., the crude product is taken up in water and extracted with DCM. The organic phase is dried over magnesium sulfate and then evaporated to dr...